The task is: describe an organic reaction: reactants, conditions, products, and yield. This data is from the Open Reaction Database (ORD), a public repository of structured organic reaction records. Reactants: ClC1=CC=C(C(=N1)NC1=CC=C(C=C1)C1(CCC1)NC(OC(C)(C)C)=O)[N+](=O)[O-] (tert-butyl (1-{4-[(6-chloro-3-nitropyridin-2-yl)amino]phenyl}cyclobutyl)carbamate), C(C1=CC=CC=C1)=O (benzaldehyde), S(=O)([O-])S(=O)[O-].[Na+].[Na+] (sodium dithionite), [OH-].[Na+] (NaOH), CC(C)(C)OC(=O)OC(=O)OC(C)(C)C (Boc2O). Run in CS(=O)C.CO (DMSO MeOH), C1CCOC1 (THF). Run at temperature 100 celsius, time 2 hour. Yields the product ClC1=CC=C2C(=N1)N(C(=N2)C2=CC=CC=C2)C2=CC=C(C=C2)C2(CCC2)NC(OC(C)(C)C)=O (tert-butyl {1-[4-(5-chloro-2-phenyl-3H-imidazo[4,5-b]pyridin-3-yl)phenyl]cyclobutyl}carbamate). Isolated yield 45.6%. RXN SMILES: [Cl:1][C:2]1[N:7]=[C:6]([NH:8][C:9]2[CH:14]=[CH:13][C:12]([C:15]3([NH:19][C:20](=[O:26])[O:21][C:22]([CH3:25])([CH3:24])[CH3:23])[CH2:18][CH2:17][CH2:16]3)=[CH:11][CH:10]=2)[C:5]([N+:27]([O-])=O)=[CH:4][CH:3]=1.[CH:30](=O)[C:31]1[CH:36]=[CH:35][CH:34]=[CH:33][CH:32]=1.S(S([O-])=O)([O-])=O.[Na+].[Na+].[OH-].[Na+].CC(OC(OC(OC(C)(C)C)=O)=O)(C)C>CS(C)=O.CO.C1COCC1>[Cl:1][C:2]1[N:7]=[C:6]2[N:8]([C:9]3[CH:14]=[CH:13][C:12]([C:15]4([NH:19][C:20](=[O:26])[O:21][C:22]([CH3:25])([CH3:24])[CH3:23])[CH2:18][CH2:17][CH2:16]4)=[CH:11][CH:10]=3)[C:30]([C:31]3[CH:36]=[CH:35][CH:34]=[CH:33][CH:32]=3)=[N:27][C:5]2=[CH:4][CH:3]=1 |f:2.3.4,5.6,8.9|. Procedure details: To a solution of tert-butyl (1-{4-[(6-chloro-3-nitropyridin-2-yl)amino]phenyl}cyclobutyl)carbamate (1 g, 2.4 mmol) in DMSO/MeOH (4:1, 20 mL), were added benzaldehyde (0.32 mL, 3.2 mmol) and sodium dithionite (2.0 g, 9.5 mmol). The mixture was heated at 100° C. for 22 h and 1M-NaOH was added to the mixture with cooling in an ice bath until the pH becomes 9. The mixture was diluted with THF (50 mL) then Boc2O (1.5 g) was added and mixed stirred for 2 h at rt. The mixture was filtered through celit... The reactants are COCCOc1ncc(C(=O)OC)cc1Br, Cc1ccccc1, OB(O)c1ccc(Cl)cc1, [Na+], [Na+], O=C([O-])[O-], O. The product is COCCOc1ncc(C(=O)OC)cc1-c1ccc(Cl)cc1. Reaction SMILES: [CH3:1][O:2][C:3]([c:4]1[cH:5][n:6][c:7]([O:11][CH2:12][CH2:13][O:14][CH3:15])[c:8]([Br:10])[cH:9]1)=[O:16].[CH3:34][c:35]1[cH:36][cH:37][cH:38][cH:39][cH:40]1.[Cl:17][c:18]1[cH:19][cH:20][c:21]([B:24]([OH:25])[OH:26])[cH:22][cH:23]1.[Na+:27].[Na+:28].[O-:29][C:30](=[O:31])[O-:32].[OH2:33]>>[CH3:1][O:2][C:3]([c:4]1[cH:5][n:6][c:7]([O:11][CH2:12][CH2:13][O:14][CH3:15])[c:8](-[c:21]2[cH:20][cH:19][c:18]([Cl:17])[cH:23][cH:22]2)[cH:9]1)=[O:16]. The reactants are N#CCCSCc1nccc(NC(N)=NCC(F)(F)F)n1, [Na+], [Na+], O=C([O-])[O-], O=S(=O)(O)O. Product: NC(=O)CCSCc1nccc(NC(N)=NCC(F)(F)F)n1. As a reaction SMILES: [F:1][C:2]([CH2:3][N:4]=[C:5]([NH:6][c:7]1[n:8][c:9]([CH2:13][S:14][CH2:15][CH2:16][C:17]#[N:18])[n:10][cH:11][cH:12]1)[NH2:19])([F:20])[F:21].[Na+:22].[Na+:23].[O-:24][C:25](=[O:26])[O-:27].[S:28](=[O:29])(=[O:30])([OH:31])[OH:32]>>[F:1][C:2]([CH2:3][N:4]=[C:5]([NH:6][c:7]1[n:8][c:9]([CH2:13][S:14][CH2:15][CH2:16][C:17]([NH2:18])=[O:24])[n:10][cH:11][cH:12]1)[NH2:19])([F:20])[F:21]. The reactants are C(C)OC(C(=C(C1=CC=C(C=C1)OC1=CC=CC=C1)Br)Br)=O (α,β-Dibromo-4-phenoxycinnamic acid ethyl ester), Cl.NO (hydroxylamine hydrochloride), [OH-].[Na+] (sodium hydroxide). Product: OC1=NOC(=C1)C1=CC=C(C=C1)OC1=CC=CC=C1 (3-Hydroxy-5-(4-phenoxyphenyl)isoxazole). The yield is 81.7%. Reaction SMILES: C([O:3][C:4](=O)[C:5](Br)=[C:6](Br)[C:7]1[CH:12]=[CH:11][C:10]([O:13][C:14]2[CH:19]=[CH:18][CH:17]=[CH:16][CH:15]=2)=[CH:9][CH:8]=1)C.Cl.[NH2:24][OH:25].[OH-].[Na+]>>[OH:3][C:4]1[CH:5]=[C:6]([C:7]2[CH:12]=[CH:11][C:10]([O:13][C:14]3[CH:19]=[CH:18][CH:17]=[CH:16][CH:15]=3)=[CH:9][CH:8]=2)[O:25][N:24]=1 |f:1.2,3.4|. Procedure: α,β-Dibromo-4-phenoxycinnamic acid ethyl ester (7.0 g), hydroxylamine hydrochloride (1.4 g) and sodium hydroxide (3.3 g) were subjected to reaction and post-treatment in a similar manner to that described in Reference example 10(c) to obtain the title compound (3.4 g, 83%) as colorless crystals. The reactants are C1(CC1)N1C=C(C(C2=CC(=C(C(=C12)F)F)F)=O)C(=O)O (1-cyclopropyl-6,7,8-trifluoro-1,4-dihydro-4-oxo-3-quinolinecarboxylic acid), Cl.Cl.CN(C1CNC1)C (3-dimethylaminoazetidine dihydrochloride). Solvent: C(C)N(CC)CC (triethylamine). The product is C1(CC1)N1C=C(C(C2=CC(=C(C(=C12)F)N1CC(C1)N(C)C)F)=O)C(=O)O (1-cyclopropyl-6,8-difluoro-7-(3-dimethylamino-1-azetidinyl)-1,4-dihydro-4-oxo-3-quinolinecarboxylic acid). RXN SMILES: [CH:1]1([N:4]2[C:13]3[C:8](=[CH:9][C:10]([F:16])=[C:11](F)[C:12]=3[F:14])[C:7](=[O:17])[C:6]([C:18]([OH:20])=[O:19])=[CH:5]2)[CH2:3][CH2:2]1.Cl.Cl.[CH3:23][N:24]([CH3:29])[CH:25]1[CH2:28][NH:27][CH2:26]1>C(N(CC)CC)C>[CH:1]1([N:4]2[C:13]3[C:8](=[CH:9][C:10]([F:16])=[C:11]([N:27]4[CH2:28][CH:25]([N:24]([CH3:29])[CH3:23])[CH2:26]4)[C:12]=3[F:14])[C:7](=[O:17])[C:6]([C:18]([OH:20])=[O:19])=[CH:5]2)[CH2:3][CH2:2]1 |f:1.2.3|. Reported procedure: A mixture of 1.5 g (5.3 mmoles) of 1-cyclopropyl-6,7,8-trifluoro-1,4-dihydro-4-oxo-3-quinolinecarboxylic acid, 1.4 g (8 mmoles) of 3-dimethylaminoazetidine dihydrochloride and 6.6 g of triethylamine is heated under reflux in 15 ml of pryidine for 3 hours. It is evaporated, water is added and the resulting mixture is made alkaline with 1N sodium hydroxide, heated, filtered while hot, acidified with acetic acid, and filtered. After washing with water, 1.7 g (88%) of 1-cyclopropyl-6,8-difluoro-7-(3... Starting materials: 427, O.Br.Br.CN(C=1SC2=C(N1)C=CC=C2)C2CCNCC2 (N-methyl-N-(4-piperidinyl)-2-benzothiazolamine dihydrobromide monohydrate), [OH-].[Na+] (sodium hydroxide). Run in O (water). Product: 248, CN(C=1SC2=C(N1)C=CC=C2)C2CCNCC2 (N-methyl-N-(4-piperidinyl)-2-benzothiazolamine). Isolated yield 100.0%. As a reaction SMILES: O.Br.Br.[CH3:4][N:5]([CH:15]1[CH2:20][CH2:19][NH:18][CH2:17][CH2:16]1)[C:6]1[S:7][C:8]2[CH:14]=[CH:13][CH:12]=[CH:11][C:9]=2[N:10]=1.[OH-].[Na+]>O>[CH3:4][N:5]([CH:15]1[CH2:20][CH2:19][NH:18][CH2:17][CH2:16]1)[C:6]1[S:7][C:8]2[CH:14]=[CH:13][CH:12]=[CH:11][C:9]=2[N:10]=1 |f:0.1.2.3,4.5|. Reported procedure: A solution of 427 parts of N-methyl-N-(4-piperidinyl)-2-benzothiazolamine dihydrobromide monohydrate in 1500 parts of water was treated with a sodium hydroxide solution 50%. The product was extracted twice with trichloromethane. The combined organic layers were washed with water, dried, filtered and evaporated. The residue was crystallized from 490 parts of 2,2'-oxybispropane. The product was filtered off and dried, yielding 248 parts (100%) of N-methyl-N-(4-piperidinyl)-2-benzothiazolamine; mp.... Starting materials: O=C1CCC(=O)N1Br, CC(C)(C)OC(=O)N1CCN(c2csc3cc(F)ccc23)CC1, ClC(Cl)(Cl)Cl. The product is CC(C)(C)OC(=O)N1CCN(c2c(Br)sc3cc(F)ccc23)CC1. Reaction SMILES: [Br:1][N:2]1[C:3](=[O:4])[CH2:5][CH2:6][C:7]1=[O:8].[C:9]([CH3:10])([CH3:11])([CH3:12])[O:13][C:14](=[O:15])[N:16]1[CH2:17][CH2:18][N:19]([c:22]2[c:23]3[c:24]([s:25][cH:26]2)[cH:27][c:28]([F:31])[cH:29][cH:30]3)[CH2:20][CH2:21]1.[Cl:32][C:33]([Cl:34])([Cl:35])[Cl:36]>>[Br:1][c:26]1[c:22]([N:19]2[CH2:18][CH2:17][N:16]([C:14]([O:13][C:9]([CH3:10])([CH3:11])[CH3:12])=[O:15])[CH2:21][CH2:20]2)[c:23]2[c:24]([s:25]1)[cH:27][c:28]([F:31])[cH:29][cH:30]2. Reactants: CC(=O)O, NC=O, O=N[O-], Nc1nc2n(n1)Cc1ccccc1-2, C1CCNCC1, [Na+], O, O=S(=O)(O)O. Yields the product c1ccc2c(c1)Cn1ncnc1-2. Reaction SMILES: [C:26]([OH:27])(=[O:28])[CH3:29].[CH:23]([NH2:24])=[O:25].[N:19]([O-:20])=[O:21].[NH2:6][c:7]1[n:8][n:9]2[c:10]([n:18]1)-[c:11]1[cH:12][cH:13][cH:14][cH:15][c:16]1[CH2:17]2.[NH:30]1[CH2:31][CH2:32][CH2:33][CH2:34][CH2:35]1.[Na+:22].[OH2:36].[S:1](=[O:2])(=[O:3])([OH:4])[OH:5]>>[cH:7]1[n:8][n:9]2[c:10]([n:18]1)-[c:11]1[cH:12][cH:13][cH:14][cH:15][c:16]1[CH2:17]2.